describe an organic reaction: reactants, conditions, products, and yield From a dataset of the Open Reaction Database (ORD), a public repository of structured organic reaction records. Starting materials: C(C)OP(OCC)[O-] (diethylphosphite), [H-].[Na+] (sodium hydride), BrCC1=C(C=CC=C1)CBr (1,2-bis(bromomethyl)benzene), C(C)OP(OCC)[O-].[Na+] (sodium diethylphosphite). Run in O1CCCC1 (tetrahydrofuran), O1CCCC1 (tetrahydrofuran), O1CCCC1 (tetrahydrofuran). Yields the product C(C)OP(OCC)(=O)CC1=C(C=CC=C1)CBr (Diethyl[[2-(bromomethyl)phenyl]methyl]phosphonate). Yield: 16.1%. Reaction SMILES: [H-].[Na+].[CH2:3]([O:5][P:6]([O-:10])[O:7][CH2:8][CH3:9])[CH3:4].[Br:11][CH2:12][C:13]1[CH:18]=[CH:17][CH:16]=[CH:15][C:14]=1[CH2:19]Br.C(OP([O-])OCC)C.[Na+]>O1CCCC1>[CH2:3]([O:5][P:6]([CH2:19][C:14]1[CH:15]=[CH:16][CH:17]=[CH:18][C:13]=1[CH2:12][Br:11])(=[O:10])[O:7][CH2:8][CH3:9])[CH3:4] |f:0.1,4.5|. Reported procedure: A suspension of sodium hydride (60% in oil, 1.4 g, 35 mmol) in anhydrous tetrahydrofuran (75 ml) is stirred under a nitrogen atmosphere and a solution of diethylphosphite (4.82 g, 34.9 mmol) in tetrahydrofuran (20 ml) is added dropwise. The reaction mixture is stirred an additional 20 minutes. A solution of 1,2-bis(bromomethyl)benzene (10.56 g, 40 mmol) in anhydrous tetrahydrofuran (150 ml) is treated dropwise with the solution of sodium diethylphosphite generated above. The reaction mixture is ... The reactants are C1(=CC=CC=C1)NC(C=CSC1=CC=CC=C1)=O (N-phenyl-3-(phenylsulphanyl)acrylamide), S(=O)(Cl)Cl (thionyl chloride). The solvent is CN(C=O)C (N,N-dimethylformamide). The product is C1(=CC=CC=C1)N=C(C=CSC1=CC=CC=C1)Cl (N-phenyl-3-(phenylsulphanyl)prop-2-enimidoyl chloride). As a reaction SMILES: [C:1]1([NH:7][C:8](=O)[CH:9]=[CH:10][S:11][C:12]2[CH:17]=[CH:16][CH:15]=[CH:14][CH:13]=2)[CH:6]=[CH:5][CH:4]=[CH:3][CH:2]=1.S(Cl)([Cl:21])=O>CN(C)C=O>[C:1]1([N:7]=[C:8]([Cl:21])[CH:9]=[CH:10][S:11][C:12]2[CH:17]=[CH:16][CH:15]=[CH:14][CH:13]=2)[CH:6]=[CH:5][CH:4]=[CH:3][CH:2]=1. Reported procedure: Thus, for example, IN 2003-MU444 describes the reaction of N-cyclohexyl-5-hydroxypentanamide with phosphorus pentachloride to give 5-chloro-N-cyclohexylpentaneimidoyl chloride. WO 2007/063702 provides the reaction of N-phenyl-3-(phenylsulphanyl)acrylamide with thionyl chloride and catalytical amounts of N,N-dimethylformamide to give N-phenyl-3-(phenylsulphanyl)prop-2-enimidoyl chloride. Starting materials: BrC1=CC2=C(OC3=C2C=CC=C3)C=C1 (2-Bromodibenzofuran), I(=O)(O)(O)(O)(O)O (orthoperiodic acid), II (iodine), S(O)(O)(=O)=O (sulfuric acid). The solvent is O (water), C(C)(=O)O (acetic acid), O (H2O). Conditions: temperature 70 celsius, time 3 hour. Product: BrC1=CC2=C(OC3=C2C=C(C=C3)I)C=C1 (2-Bromo-8-iododibenzofuran). Reaction SMILES: [Br:1][C:2]1[CH:14]=[CH:13][C:5]2[O:6][C:7]3[CH:12]=[CH:11][CH:10]=[CH:9][C:8]=3[C:4]=2[CH:3]=1.[I:15](O)(O)(O)(O)(O)=O.II.S(=O)(=O)(O)O>O.C(O)(=O)C>[Br:1][C:2]1[CH:14]=[CH:13][C:5]2[O:6][C:7]3[CH:12]=[CH:11][C:10]([I:15])=[CH:9][C:8]=3[C:4]=2[CH:3]=1. Reported procedure: 2-Bromodibenzofuran (2.5 g, 10.1 mmol), orthoperiodic acid (0.49 g, 2.15 mmol), iodine (1.02 g, 4.02 mmol), sulfuric acid, H2O (2 ml) and acetic acid (10 ml) are put into a reaction vessel and the mixture is stirred at 70° C. for 3 hours. After cooling to room temperature the reaction mixture is poured into water and filtered. The white solid is washed by methanol and the desired product is obtained (1.92 g, 51%). The reactants are O=C1NC2=CC=CC=C2CC1CC(=O)O (2-oxo-1,2,3,4-tetrahydro-3-quinolineacetic acid), CCN=C=NCCCN(C)C (WSC), C=1C=CC2=C(C1)N=NN2O (HOBt), Cl.CNC (dimethylamine hydrochloride). The solvent is C1CCOC1 (THF), C(C)#N (acetonitrile), C(C)N(CC)CC (triethylamine), O (Water). Reaction conditions: time 8 hour. The product is CN(C(CC1C(NC2=CC=CC=C2C1)=O)=O)C (N,N-Dimethyl-2-oxo-1,2,3,4-tetrahydro-3-quinolineacetoamide). Isolated yield 67.6%. As a reaction SMILES: [O:1]=[C:2]1[CH:11]([CH2:12][C:13]([OH:15])=O)[CH2:10][C:9]2[C:4](=[CH:5][CH:6]=[CH:7][CH:8]=2)[NH:3]1.C[CH2:17][N:18]=[C:19]=NCCCN(C)C.C1C=CC2N(O)N=NC=2C=1.Cl.CNC>C1COCC1.C(#N)C.O.C(N(CC)CC)C>[CH3:17][N:18]([CH3:19])[C:13](=[O:15])[CH2:12][CH:11]1[CH2:10][C:9]2[C:4](=[CH:5][CH:6]=[CH:7][CH:8]=2)[NH:3][C:2]1=[O:1] |f:3.4|. Procedure: To the mixed solution of 2-oxo-1,2,3,4-tetrahydro-3-quinolineacetic acid (810 mg) in THF (10 ml) and acetonitrile (10 ml), WSC (1.15 g), HOBt (610 mg), dimethylamine hydrochloride (650 mg) and triethylamine (1.67 ml) were added subsequently, which was stirred at room temperature overnight. Water was added to the reaction mixture, which was extracted with a mixed solvent of ethyl acetate-THF (1:1). The organic layer was washed subsequently with 0.1N aqueous hydrochloric acid solution, a saturated... Starting materials: COC(=S)c1cc(Br)c(C)s1, Nc1cccc(Cl)c1. Yields the product COC(=S)c1cc(Nc2cccc(Cl)c2)c(C)s1. Reaction SMILES: [Br:1][c:2]1[cH:3][c:4]([C:8](=[S:9])[O:10][CH3:11])[s:5][c:6]1[CH3:7].[Cl:12][c:13]1[cH:14][c:15]([NH2:16])[cH:17][cH:18][cH:19]1>>[c:2]1([NH:16][c:15]2[cH:14][c:13]([Cl:12])[cH:19][cH:18][cH:17]2)[cH:3][c:4]([C:8](=[S:9])[O:10][CH3:11])[s:5][c:6]1[CH3:7]. Reactants: C(C)C1=NC2=CC=CC=C2C(=C1)OCC1=CC=C(C=C1)C1=C(C=CC=C1)C1=NN=NN1C1=CC=C(C=C1)[N+](=O)[O-] (2-ethyl-4-[(2'-(1-(4-nitrophenyl)-1H-tetrazol-5-yl)biphenyl-4-yl)methoxy]quinoline), [H-].[Na+] (Sodium hydride), C(CC)S (propanethiol), Cl (hydrochloric acid). Run in CN1C(CCC1)=O (NMP), O (Water), CCCCCC (hexane). Reaction conditions: time 15 minute. Product: Cl.C(C)C1=NC2=CC=CC=C2C(=C1)OCC1=CC=C(C=C1)C1=C(C=CC=C1)C1=NN=NN1 (2-ethyl-4-[(2'-(1H-tetrazol-5-yl)biphenyl-4-yl)methoxy]quinoline hydrochloride). Yield: 64.0%. As a reaction SMILES: [H-].[Na+].C(S)CC.[CH2:7]([C:9]1[CH:18]=[C:17]([O:19][CH2:20][C:21]2[CH:26]=[CH:25][C:24]([C:27]3[CH:32]=[CH:31][CH:30]=[CH:29][C:28]=3[C:33]3[N:37](C4C=CC([N+]([O-])=O)=CC=4)[N:36]=[N:35][N:34]=3)=[CH:23][CH:22]=2)[C:16]2[C:11](=[CH:12][CH:13]=[CH:14][CH:15]=2)[N:10]=1)[CH3:8].[ClH:47]>CCCCCC.CN1CCCC1=O.O>[ClH:47].[CH2:7]([C:9]1[CH:18]=[C:17]([O:19][CH2:20][C:21]2[CH:22]=[CH:23][C:24]([C:27]3[CH:32]=[CH:31][CH:30]=[CH:29][C:28]=3[C:33]3[NH:37][N:36]=[N:35][N:34]=3)=[CH:25][CH:26]=2)[C:16]2[C:11](=[CH:12][CH:13]=[CH:14][CH:15]=2)[N:10]=1)[CH3:8] |f:0.1,8.9|. Procedure: Sodium hydride (50% dispersion in mineral oil; 0.091 g; 1.9 mmol) was washed with hexane, dried with a stream of nitrogen and covered with N-methylpyrrolidone (NMP) (5 ml). The mixture was cooled to below 10° C. and propanethiol (0.145 g; 1.9 mmol) was added slowly with stirring. After 15 minutes, a solution of 2-ethyl-4-[(2'-(1-(4-nitrophenyl)-1H-tetrazol-5-yl)biphenyl-4-yl)methoxy]quinoline (0.5 g; 0.95 mmol) in NMP (10 ml) was added slowly maintaining the temperature of the reaction mixture b... The reactants are OC1=C(N(S(C2=C1SC1=C2C=CC=C1)(=O)=O)C)C(=O)OCC1=CC=CC=C1 (benzyl 4-hydroxy-2-methyl-2H-[1]-benzothieno[2,3-e]-1,2-thiazine-3-carboxylate-1,1-dioxide), ClC1=CC=C(N)C=C1 (4-chloro-aniline). Product: ClC1=CC=C(C=C1)NC(=O)C=1N(S(C2=C(C1O)SC1=C2C=CC=C1)(=O)=O)C (N-(4-Chloro-phenyl)-4-hydroxy-2-methyl-2H-[1]benzothieno-[2,3-e]-1,2-thiazine-3-carboxamide-1,1-dioxide). The yield is 52.0%. RXN SMILES: [OH:1][C:2]1[C:7]2[S:8][C:9]3[CH:14]=[CH:13][CH:12]=[CH:11][C:10]=3[C:6]=2[S:5](=[O:16])(=[O:15])[N:4]([CH3:17])[C:3]=1[C:18]([O:20]CC1C=CC=CC=1)=O.[Cl:28][C:29]1[CH:35]=[CH:34][C:32]([NH2:33])=[CH:31][CH:30]=1>>[Cl:28][C:29]1[CH:35]=[CH:34][C:32]([NH:33][C:18]([C:3]2[N:4]([CH3:17])[S:5](=[O:16])(=[O:15])[C:6]3[C:10]4[CH:11]=[CH:12][CH:13]=[CH:14][C:9]=4[S:8][C:7]=3[C:2]=2[OH:1])=[O:20])=[CH:31][CH:30]=1. Reported procedure: Prepared analogous to Example 1 from benzyl 4-hydroxy-2-methyl-2H-[1]-benzothieno[2,3-e]-1,2-thiazine-3-carboxylate-1,1-dioxide and 4-chloro-aniline with a yield of 52% of theory.